From a dataset of the Open Reaction Database (ORD), a public repository of structured organic reaction records. describe an organic reaction: reactants, conditions, products, and yield Reactants: Cl.N[C@@H]1CC[C@H](CC1)NC(=O)C1=C(NC2=C1N=CN=C2C2=C(C=CC(=C2)C(F)F)OCC2CC2)C (N-(trans-4-aminocyclohexyl)-4-[2-(cyclopropylmethoxy)-5-(difluoromethyl)phenyl]-6-methyl-5H-pyrrolo[3,2-d]pyrimidine-7-carboxamide hydrochloride), COCC(=O)Cl (methoxy-acetyl chloride). Yields the product C1(CC1)COC1=C(C=C(C=C1)C(F)F)C=1C2=C(N=CN1)C(=C(N2)C)C(=O)N[C@@H]2CC[C@H](CC2)NC(COC)=O (4-[2-(Cyclopropylmethoxy)-5-(difluoromethyl)phenyl]-N-{trans-4-[(methoxyacetyl)amino]cyclohexyl}-6-methyl-5H-pyrrolo[3,2-d]pyrimidine-7-carboxamide). Reaction SMILES: Cl.[NH2:2][C@H:3]1[CH2:8][CH2:7][C@H:6]([NH:9][C:10]([C:12]2[C:16]3[N:17]=[CH:18][N:19]=[C:20]([C:21]4[CH:26]=[C:25]([CH:27]([F:29])[F:28])[CH:24]=[CH:23][C:22]=4[O:30][CH2:31][CH:32]4[CH2:34][CH2:33]4)[C:15]=3[NH:14][C:13]=2[CH3:35])=[O:11])[CH2:5][CH2:4]1.[CH3:36][O:37][CH2:38][C:39](Cl)=[O:40]>>[CH:32]1([CH2:31][O:30][C:22]2[CH:23]=[CH:24][C:25]([CH:27]([F:29])[F:28])=[CH:26][C:21]=2[C:20]2[C:15]3[NH:14][C:13]([CH3:35])=[C:12]([C:10]([NH:9][C@H:6]4[CH2:7][CH2:8][C@H:3]([NH:2][C:39](=[O:40])[CH2:38][O:37][CH3:36])[CH2:4][CH2:5]4)=[O:11])[C:16]=3[N:17]=[CH:18][N:19]=2)[CH2:34][CH2:33]1 |f:0.1|. Procedure: Starting from N-(trans-4-aminocyclohexyl)-4-[2-(cyclopropylmethoxy)-5-(difluoromethyl)phenyl]-6-methyl-5H-pyrrolo[3,2-d]pyrimidine-7-carboxamide hydrochloride (example D.f61) and commercially available methoxy-acetyl chloride the title compound is obtained as colorless solid.